Dataset: the Open Reaction Database (ORD), a public repository of structured organic reaction records. Task: describe an organic reaction: reactants, conditions, products, and yield Starting materials: C(C)(C)(C)OC(N(C1CCOCC1)CCCCN1C(=NC=2C=[N+](C=3C=CC=CC3C21)[O-])CC)=O (tert-butyl[4-(2-ethyl-5-oxido-1H-imidazo[4,5-c]quinolin-1-yl)butyl]tetrahydro-2H-pyran-4-ylcarbamate), C1(=CC=C(C=C1)S(=O)(=O)Cl)C (p-toluene sulfonyl chloride), [OH-].[NH4+] (ammonium hydroxide). Solvent: C(Cl)(Cl)Cl (chloroform). Reaction conditions: time 8 hour. Yields the product C(C)(C)(C)OC(N(C1CCOCC1)CCCCN1C(=NC=2C(=NC=3C=CC=CC3C21)N)CC)=O (tert-butyl[4-(4-amino-2-ethyl-1H-imidazo[4,5-c]quinolin-1-yl)butyl]tetrahydro-2H-pyran-4-ylcarbamate). As a reaction SMILES: [C:1]([O:5][C:6](=[O:34])[N:7]([CH2:14][CH2:15][CH2:16][CH2:17][N:18]1[C:30]2[C:29]3[CH:28]=[CH:27][CH:26]=[CH:25][C:24]=3[N+:23]([O-])=[CH:22][C:21]=2[N:20]=[C:19]1[CH2:32][CH3:33])[CH:8]1[CH2:13][CH2:12][O:11][CH2:10][CH2:9]1)([CH3:4])([CH3:3])[CH3:2].C1(C)C=CC(S(Cl)(=O)=O)=CC=1.[OH-].[NH4+:47]>C(Cl)(Cl)Cl>[C:1]([O:5][C:6](=[O:34])[N:7]([CH2:14][CH2:15][CH2:16][CH2:17][N:18]1[C:30]2[C:29]3[CH:28]=[CH:27][CH:26]=[CH:25][C:24]=3[N:23]=[C:22]([NH2:47])[C:21]=2[N:20]=[C:19]1[CH2:32][CH3:33])[CH:8]1[CH2:13][CH2:12][O:11][CH2:10][CH2:9]1)([CH3:4])([CH3:3])[CH3:2] |f:2.3|. Procedure details: To a solution of tert-butyl[4-(2-ethyl-5-oxido-1H-imidazo[4,5-c]quinolin-1-yl)butyl]tetrahydro-2H-pyran-4-ylcarbamate in chloroform was added p-toluene sulfonyl chloride (1.2 eq.) followed by aq.ammonium hydroxide solution. The resulting reaction mixture was stirred at room temperature for overnight. Reaction mixture was washed with saturated sodium bicarbonate solution. Organic layer separated, dried over anhydrous sodium sulphate and concentrated under reduced pressure to yield sticky solid, w... Reaction SMILES: [CH3:18][OH:19].[N+:1]([O-:2])(=[O:3])[c:4]1[cH:5][cH:6][c:7]([CH2:10][CH2:11][N:12]2[CH2:13][CH2:14][O:15][CH2:16][CH2:17]2)[cH:8][cH:9]1>>[NH2:1][c:4]1[cH:5][cH:6][c:7]([CH2:10][CH2:11][N:12]2[CH2:13][CH2:14][O:15][CH2:16][CH2:17]2)[cH:8][cH:9]1. Yields the product Nc1ccc(CCN2CCOCC2)cc1. The reactants are CO, O=[N+]([O-])c1ccc(CCN2CCOCC2)cc1. The reactants are Cc1ccccc1, Clc1ccccc1, NC1CCCCC1C(=O)O, [Na+], [OH-], O, O=S(=O)(Cl)Cl. Product: O=C(O)C1CCCCC1NS(=O)(=O)c1ccc(Cl)cc1. RXN SMILES: [CH3:26][c:27]1[cH:28][cH:29][cH:30][cH:31][cH:32]1.[Cl:18][c:19]1[cH:20][cH:21][cH:22][cH:23][cH:24]1.[NH2:1][CH:2]1[CH:3]([C:8](=[O:9])[OH:10])[CH2:4][CH2:5][CH2:6][CH2:7]1.[Na+:12].[OH-:11].[OH2:25].[S:13](=[O:14])(=[O:15])([Cl:16])[Cl:17]>>[NH:1]([CH:2]1[CH:3]([C:8](=[O:9])[OH:10])[CH2:4][CH2:5][CH2:6][CH2:7]1)[S:13](=[O:14])(=[O:15])[c:22]1[cH:21][cH:20][c:19]([Cl:18])[cH:24][cH:23]1. The reactants are NC1=C2N=CN(C2=NC=N1)[C@H]1[C@H](O)[C@@H]([C@H](O1)C(=O)OCC)N (ethyl 1-(6-amino-9H-purin-9-yl)-1,3-dideoxy-3-amino-β-D-ribofuranuronate), C(C)(C)(C)OC(=O)NC(CC1=CC=C(C=C1)NC(=O)OC(C)(C)C)C(=O)O (N-tert-butoxycarbonyl-β-(4-tert-butoxycarbonylaminophenyl)-D,L-alanine). Reaction SMILES: [NH2:1][C:2]1[N:10]=[CH:9][N:8]=[C:7]2[C:3]=1[N:4]=[CH:5][N:6]2[C@@H:11]1[O:16][C@H:15]([C:17]([O:19][CH2:20][CH3:21])=[O:18])[C@@H:14]([NH2:22])[C@H:12]1[OH:13].[C:23]([O:27][C:28]([NH:30][CH:31]([C:47](O)=[O:48])[CH2:32][C:33]1[CH:38]=[CH:37][C:36]([NH:39][C:40]([O:42][C:43]([CH3:46])([CH3:45])[CH3:44])=[O:41])=[CH:35][CH:34]=1)=[O:29])([CH3:26])([CH3:25])[CH3:24]>>[NH2:1][C:2]1[N:10]=[CH:9][N:8]=[C:7]2[C:3]=1[N:4]=[CH:5][N:6]2[C@@H:11]1[O:16][C@H:15]([C:17]([O:19][CH2:20][CH3:21])=[O:18])[C@@H:14]([NH:22][C:47](=[O:48])[CH:31]([CH2:32][C:33]2[CH:34]=[CH:35][C:36]([NH:39][C:40]([O:42][C:43]([CH3:46])([CH3:45])[CH3:44])=[O:41])=[CH:37][CH:38]=2)[NH:30][C:28]([O:27][C:23]([CH3:26])([CH3:24])[CH3:25])=[O:29])[C@H:12]1[OH:13]. Yields the product NC1=C2N=CN(C2=NC=N1)[C@H]1[C@H](O)[C@@H]([C@H](O1)C(=O)OCC)NC(C(NC(=O)OC(C)(C)C)CC1=CC=C(C=C1)NC(=O)OC(C)(C)C)=O (Ethyl 1-(6-amino-9H-purin-9-yl)-1,3-dideoxy-3-[N-tert-butoxycarbonyl-β-(4-tert-butoxycarbonylaminophenyl)-D,L-alanylamino]-β-D-ribofuranuronate). Yield: 56.7%. Procedure details: Ethyl 1-(6-amino-9H-purin-9-yl)-1,3-dideoxy-3-[N-tert-butoxycarbonyl-β-(4-tert-butoxycarbonylaminophenyl)-D,L-alanylamino]-β-D-ribofuranuronate (380 mg) was prepared by reacting ethyl 1-(6-amino-9H-purin-9-yl)-1,3-dideoxy-3-amino-β-D-ribofuranuronate (308 mg) prepared in Example 63 with N-tert-butoxycarbonyl-β-(4-tert-butoxycarbonylaminophenyl)-D,L-alanine (380 mg) according to a similar manner to that of Example 64, mp. 160°-170° C. (dec.). Starting materials: CC(C)Cn1cc(C(=O)C(F)(F)F)c2ccc(Cl)cc21, [Na+], [OH-], O. The product is CC(C)Cn1cc(C(=O)O)c2ccc(Cl)cc21. RXN SMILES: [Cl:1][c:2]1[cH:3][cH:4][c:5]2[c:6]([C:15]([C:16]([F:17])([F:18])[F:19])=[O:20])[cH:7][n:8]([CH2:11][CH:12]([CH3:13])[CH3:14])[c:9]2[cH:10]1.[Na+:22].[OH-:21].[OH2:23]>>[Cl:1][c:2]1[cH:3][cH:4][c:5]2[c:6]([C:15]([OH:20])=[O:21])[cH:7][n:8]([CH2:11][CH:12]([CH3:13])[CH3:14])[c:9]2[cH:10]1.